This data is from the Open Reaction Database (ORD), a public repository of structured organic reaction records. The task is: describe an organic reaction: reactants, conditions, products, and yield The reactants are CCO, NC1CCc2ccc(Br)cc2C1N, S=C=S. Yields the product S=C1NC2CCc3ccc(Br)cc3C2N1. RXN SMILES: [CH3:17][CH2:18][OH:19].[NH2:1][CH:2]1[CH:3]([NH2:13])[CH2:4][CH2:5][c:6]2[cH:7][cH:8][c:9]([Br:12])[cH:10][c:11]21.[S:14]=[C:15]=[S:16]>>[NH:1]1[CH:2]2[CH:3]([CH2:4][CH2:5][c:6]3[cH:7][cH:8][c:9]([Br:12])[cH:10][c:11]32)[NH:13][C:15]1=[S:14]. Reactants: COC[C@H]1CN(C(O1)=O)C1=CC=C(C=C1)[C@@H]1CC[C@H](CC1)OCCC#N ((R)-3-[trans-4-[4-(5-methoxymethyl-2-oxo-oxazolidin-3-yl)-phenyl]-cyclohexyloxy]-propionitrile). The reagents and catalysts are [Ni] (Raney-nickel). The solvent is CO (methanol), N (ammonia). Product: COCC1CNC(O1)=O (5-methoxymethyl-oxazolidin-2-one). As a reaction SMILES: [CH3:1][O:2][CH2:3][C@@H:4]1[O:8][C:7](=[O:9])[N:6](C2C=CC([C@H]3CC[C@H](OCCC#N)CC3)=CC=2)[CH2:5]1>CO.N.[Ni]>[CH3:1][O:2][CH2:3][CH:4]1[O:8][C:7](=[O:9])[NH:6][CH2:5]1. Procedure: 932 mg (2.6 mmol) of (R)-3-[trans-4-[4-(5-methoxymethyl-2-oxo-oxazolidin-3-yl)-phenyl]-cyclohexyloxy]-propionitrile were dissolved in 60 ml of methanol saturated with dry ammonia gas and hydrogenated in the presence of 0.9 g of Raney-nickel (Type B 113W Degussa). After 3 hours the catalyst was filtered off under suction and the filtrate was evaporated. The residue was dissolved in methylene chloride, washed with water, dried over sodium sulfate, filtered and evaporated. The base was dissolved in... Starting materials: NC1=C(C=CC=C1)S (2-aminothiophenol), [Na] (Sodium), ClCC1=NOC=N1 (3-chloromethyl-1,2,4-oxadiazole). Solvent: C(C)O (ethanol). Conditions: time 30 minute. The product is NC1=C(C=CC=C1)SCC1=NOC=N1 (3-(2-aminophenylthiomethyl)-1,2,4-oxadiazole). Reaction SMILES: [Na].[NH2:2][C:3]1[CH:8]=[CH:7][CH:6]=[CH:5][C:4]=1[SH:9].Cl[CH2:11][C:12]1[N:16]=[CH:15][O:14][N:13]=1>C(O)C>[NH2:2][C:3]1[CH:8]=[CH:7][CH:6]=[CH:5][C:4]=1[S:9][CH2:11][C:12]1[N:16]=[CH:15][O:14][N:13]=1 |^1:0|. Reported procedure: Sodium (1.27 g; 0.055 mol) was dissolved in absolute ethanol (50 ml) and to this was added 2-aminothiophenol (7.38 g; 0.059 mol). To the resulting solution was added 3-chloromethyl-1,2,4-oxadiazole (6.59 g; 0.055 mol) dropwise over 10 minutes. The resulting mixture was then stirred at ambient temperature for 30 minutes, sodium chloride removed by filtration and the filtrate was evaporated to dryness under reduced pressure to give 3-(2-aminophenylthiomethyl)-1,2,4-oxadiazole which was re-crystall... Starting materials: BrC1=C(C(=CC(=C1)C(C)(C)C)Br)O (2,6-dibromo-4-t-butylphenol), BrC1=C(C(=CC=C1)Br)O (2,6-Dibromophenol), C[O-].[Na+] (sodium methoxide), cuprous iodide. The solvent is CO (methanol), CN(C=O)C (dimethylformamide). Product: COC1=C(C(=CC=C1)OC)O (2,6-Dimethoxyphenol). As a reaction SMILES: Br[C:2]1[CH:7]=[CH:6][CH:5]=[C:4](Br)[C:3]=1[OH:9].[CH3:10][O-:11].[Na+].BrC1C=C(C(C)(C)C)C=C(Br)[C:15]=1[OH:25]>CO.CN(C)C=O>[CH3:10][O:11][C:2]1[CH:7]=[CH:6][CH:5]=[C:4]([O:25][CH3:15])[C:3]=1[OH:9] |f:1.2|. Procedure details: 2,6-Dibromophenol (14.5 g, 0.058 mole) was treated with sodium methoxide (from 10.3 g sodium, 0.45 g atom) in methanol (100 ml) and dimethylformamide (100 ml) in the presence of cuprous iodide (2 g) in the same way as described in detail for 2,6-dibromo-4-t-butylphenol in Example 9. The crude yield of title product was 5.4 g (60%), m.p. 53°-6° C. (literature gives 55°-6° C.). The lower yield may be explained by incomplete extraction, 2,6-dimethoxyphenol being to some extent water soluble.